The task is: describe an organic reaction: reactants, conditions, products, and yield. This data is from the Open Reaction Database (ORD), a public repository of structured organic reaction records. Reactants: [C@]12(C(=O)CC(CC1)C2(C)C)CS(=O)(=O)O ((1S)-(+)-10-Camphorsulfonic acid), N1C[C@H](CC1)/C=C/C=1C=NC=NC1 ((R)-5-((E)-2-pyrrolidin-3-ylvinyl)pyrimidine), CC(C)O (2-propanol). Run at time 8 hour. Yields the product [C@]12(C(=O)CC(CC1)C2(C)C)CS(=O)(=O)O.N2C[C@H](CC2)/C=C/C=2C=NC=NC2 ((R)-5-((E)-2-Pyrrolidin-3-ylvinyl)pyrimidine mono-(1S)-10-camphorsulfonate). The yield is 63.2%. RXN SMILES: [C@:1]12([CH2:11][S:12]([OH:15])(=[O:14])=[O:13])[C:8]([CH3:10])([CH3:9])[CH:5]([CH2:6][CH2:7]1)[CH2:4][C:2]2=[O:3].[NH:16]1[CH2:20][CH2:19][C@H:18](/[CH:21]=[CH:22]/[C:23]2[CH:24]=[N:25][CH:26]=[N:27][CH:28]=2)[CH2:17]1.CC(O)C>>[C@:1]12([CH2:11][S:12]([OH:15])(=[O:13])=[O:14])[C:8]([CH3:10])([CH3:9])[CH:5]([CH2:6][CH2:7]1)[CH2:4][C:2]2=[O:3].[NH:16]1[CH2:20][CH2:19][C@H:18](/[CH:21]=[CH:22]/[C:23]2[CH:28]=[N:27][CH:26]=[N:25][CH:24]=2)[CH2:17]1 |f:3.4|. Reported procedure: (1S)-(+)-10-Camphorsulfonic acid (1.329 g, 5.72 mmol) was added as a solid to a stirring, warm solution of (R)-5-((E)-2-pyrrolidin-3-ylvinyl)pyrimidine free base (1.00 g) in 2-propanol (23 mL, 5.70 mmol) in a round-bottomed flask. Upon cooling to ambient temperature, there was no precipitation of solids. The solution was allowed to stand overnight. Gelatinous material containing white solids was observed. After stirring two days, the mixture was diluted with 2-propanol (10.5 mL) because stirring... The reactants are CCOCC (ether), OC1COCC1 (3-hydroxytetrahydrofuran), [OH-].[K+] (potassium hydroxide), ClC1=C(OC2=C(C=CC(=C2)OC2=C(C=C(C=C2F)Cl)Cl)[N+](=O)[O-])C(=CC(=C1)Cl)F (2,4-bis(2,4-dichloro-6-fluorophenoxy)-nitrobenzene). Run in O (water), O1CCOCC1 (dioxane), O1CCOCC1 (dioxane). The product is [N+](=O)([O-])C1=C(OC2COCC2)C=C(C=C1)OC1=C(C=C(C=C1F)Cl)Cl (3-[2-nitro-5-(2,4-dichloro-6-fluorophenoxy)-phenoxy]-tetrahydrofuran). Yield: 94.5%. As a reaction SMILES: [OH:1][CH:2]1[CH2:6][CH2:5][O:4][CH2:3]1.[OH-].[K+].ClC1C=C(Cl)C=C(F)C=1O[C:13]1[CH:18]=[C:17]([O:19][C:20]2[C:25]([F:26])=[CH:24][C:23]([Cl:27])=[CH:22][C:21]=2[Cl:28])[CH:16]=[CH:15][C:14]=1[N+:29]([O-:31])=[O:30].CCOCC>O1CCOCC1.O>[N+:29]([C:14]1[CH:13]=[CH:18][C:17]([O:19][C:20]2[C:25]([F:26])=[CH:24][C:23]([Cl:27])=[CH:22][C:21]=2[Cl:28])=[CH:16][C:15]=1[O:1][CH:2]1[CH2:6][CH2:5][O:4][CH2:3]1)([O-:31])=[O:30] |f:1.2|. Procedure: 3.9 g (0.045 mole) of 3-hydroxytetrahydrofuran, 2.5 g (0.045 mole) of potassium hydroxide and 100 ml of dioxane were mixed with stirring. To the resulting solution was added at room temperature, a solution of 7.2 g (0.015 mole) of 2,4-bis(2,4-dichloro-6-fluorophenoxy)-nitrobenzene in 20 ml of dioxane. Then, the mixture was stirred for 2 hours while maintaining at 60° to 70° C. to perform ether exchange reaction. The reaction mixture was allowed to cool, and poured into 300 ml of cold water. It w... Reactants: CC(F)(C(=O)O)C(=O)NCC(F)(F)C(F)(F)F, CN1C(=O)C(N)c2ccccc2-c2ccccc21. Product: CN1C(=O)C(NC(=O)C(C)(F)C(=O)NCC(F)(F)C(F)(F)F)c2ccccc2-c2ccccc21. RXN SMILES: [F:19][C:20]([C:21](=[O:22])[OH:23])([C:24](=[O:25])[NH:26][CH2:27][C:28]([C:29]([F:30])([F:31])[F:32])([F:33])[F:34])[CH3:35].[NH2:1][CH:2]1[c:3]2[c:4]([cH:15][cH:16][cH:17][cH:18]2)-[c:5]2[c:6]([cH:11][cH:12][cH:13][cH:14]2)[N:7]([CH3:10])[C:8]1=[O:9]>>[NH:1]([CH:2]1[c:3]2[c:4]([cH:15][cH:16][cH:17][cH:18]2)-[c:5]2[c:6]([cH:11][cH:12][cH:13][cH:14]2)[N:7]([CH3:10])[C:8]1=[O:9])[C:21]([C:20]([F:19])([C:24](=[O:25])[NH:26][CH2:27][C:28]([C:29]([F:30])([F:31])[F:32])([F:33])[F:34])[CH3:35])=[O:22]. Starting materials: ClC1=CC=C(C=C1)O (4-Chlorphenol), C1(CCC(=O)O1)=O (succinic anhydride), [Cl-].[Al+3].[Cl-].[Cl-] (aluminium chloride), Example 8 ( i ). The product is ClC=1C=CC(=C(C(=O)CCC(=O)O)C1)O (3-(5-chloro-2-hydroxybenzoyl)propionic acid). Isolated yield 49.0%. RXN SMILES: [Cl:1][C:2]1[CH:7]=[CH:6][C:5]([OH:8])=[CH:4][CH:3]=1.[C:9]1(=[O:15])[O:14][C:12](=[O:13])[CH2:11][CH2:10]1.[Cl-].[Al+3].[Cl-].[Cl-]>>[Cl:1][C:2]1[CH:7]=[CH:6][C:5]([OH:8])=[C:4]([CH:3]=1)[C:9]([CH2:10][CH2:11][C:12]([OH:14])=[O:13])=[O:15] |f:2.3.4.5|. Procedure details: 4-Chlorphenol was reacted with succinic anhydride and aluminium chloride in a similar manner to the procedure described in Example 8 (i) to give 3-(5-chloro-2-hydroxybenzoyl)propionic acid (49%, m.p. 172°-173° C). (Found: M+, 228/230. C10H9Cl O4 requires: M, 228/230). (ii) 3-(5-Chloro-2-hydroxybenzoyl)propionic acid was esterified with methanol-hydrogen chloride in a similar manner to the procedure described in Example 1 (i) to give methyl 3-(3-chloro-2-hydroxybenzoyl)propionate (75%). Starting materials: COC(C(C1=CC=C(C=C1)OC\C=C/C1=CC=CC=C1)=O)=O ((Z)-alpha-oxo-4-[(3-phenyl-2-propenyl)oxy]benzeneacetic acid methyl ester). Run in CO (methanol), [OH-].[Na+] (sodium hydroxide). Product: O=C(C(=O)O)C1=CC=C(C=C1)OC\C=C/C1=CC=CC=C1 ((Z)-alpha-oxo-4-[(3-phenyl-2-propenyl)oxy]benzeneacetic acid). Isolated yield 84.0%. As a reaction SMILES: C[O:2][C:3](=[O:22])[C:4](=[O:21])[C:5]1[CH:10]=[CH:9][C:8]([O:11][CH2:12]/[CH:13]=[CH:14]\[C:15]2[CH:20]=[CH:19][CH:18]=[CH:17][CH:16]=2)=[CH:7][CH:6]=1>CO.[OH-].[Na+]>[O:21]=[C:4]([C:5]1[CH:10]=[CH:9][C:8]([O:11][CH2:12]/[CH:13]=[CH:14]\[C:15]2[CH:20]=[CH:19][CH:18]=[CH:17][CH:16]=2)=[CH:7][CH:6]=1)[C:3]([OH:22])=[O:2] |f:2.3|. Procedure: A mixture of (Z)-alpha-oxo-4-[(3-phenyl-2-propenyl)oxy]benzeneacetic acid methyl ester (1 g) in methanol (15 mL) and 0.5N sodium hydroxide (10 mL) was treated as in Example 19. Extraction provided solids which were crystallized from diethyl ether-hexane to give 0.8 g of colorless (Z)-alpha-oxo-4-[(3-phenyl-2-propenyl)oxy]benzeneacetic acid, mp 103°-105° C. The reactants are S(O)(O)(=O)=O (sulfuric acid), [N+](=O)([O-])C1=C(OC2=CC=C(C(=C2)Cl)Cl)C=CC(=C1)C(F)(F)F (2-(2-nitro-4-trifluoromethyl-phenoxy)-4,5-dichlorobenzene). Solvent: C(Cl)Cl (methylene chloride). RXN SMILES: [S:1](=[O:5])(=O)([OH:3])[OH:2].[N+:6]([C:9]1[CH:23]=[C:22]([C:24]([F:27])([F:26])[F:25])[CH:21]=[CH:20][C:10]=1[O:11][C:12]1[CH:17]=[C:16]([Cl:18])[C:15]([Cl:19])=[CH:14][CH:13]=1)([O-:8])=[O:7]>C(Cl)Cl>[NH4+:6].[N+:6]([C:9]1[CH:23]=[C:22]([C:24]([F:27])([F:26])[F:25])[CH:21]=[CH:20][C:10]=1[O:11][C:12]1[CH:17]=[C:16]([Cl:18])[C:15]([Cl:19])=[CH:14][C:13]=1[S:1]([O-:3])(=[O:5])=[O:2])([O-:8])=[O:7] |f:3.4|. Procedure: Fuming sulfuric acid (8 mililiter (hereinafter mL) was cooled to -20° C. and 2-(2-nitro-4-trifluoromethyl-phenoxy)-4,5-dichlorobenzene (8 g, 22.8 mmol) in methylene chloride (8 mL) was added to the solution. The mixture was stirred for 15 min and then quenched in ice. Extraction with ethyl acetate followed by flash chromatography (silica gel, methylene chloride/isopropanol/ammonium hydroxide) gave the title compound. 1H NMR (400 MHz, CD3OD) δ8.31 (d, 1H), 8.11 (s, 1H), 7.87 (dd, 1H), 7.4 (s, 1H)... Conditions: time 15 minute. Product: [NH4+].[N+](=O)([O-])C1=C(OC2=C(C=C(C(=C2)Cl)Cl)S(=O)(=O)[O-])C=CC(=C1)C(F)(F)F (2-(2-Nitro-4-trifluoromethylphenoxy)-4,5-dichlorobenzenesulfonic acid, ammonium salt). The reactants are Br.COC(C(CCCCN)NS(=O)(=O)C1=CC2=C(OC3=C2C=CC=C3)C=C1)=O (6-amino-2-(dibenzofuran-2-sulfonylamino)-hexanoic acid methyl ester hydrobromide), amino, S(=O)(=O)(Cl)Cl (sulfonyl chloride), morpholino, 10, isocyanato. Solvent: C(C)N(CC)CC (triethylamine), ClCCl (dichloromethane). Conditions: time 16 hour. Yields the product C1=C(C=CC=2OC3=C(C21)C=CC=C3)S(=O)(=O)NC(C(=O)O)CCCCNC(C(CC)C3=CC=CC=C3)=O (2-(Dibenzofuran-2-sulfonylamino)-6-(2-phenyl-butyrylamino)-hexanoic acid). RXN SMILES: S(Cl)(Cl)(=O)=O.Br.C[O:8][C:9](=[O:33])[CH:10]([NH:16][S:17]([C:20]1[CH:32]=[CH:31][C:23]2[O:24][C:25]3[CH:30]=[CH:29][CH:28]=[CH:27][C:26]=3[C:22]=2[CH:21]=1)(=[O:19])=[O:18])[CH2:11][CH2:12][CH2:13][CH2:14][NH2:15]>ClCCl.C(N(CC)CC)C>[CH:21]1[C:22]2[C:26]3[CH:27]=[CH:28][CH:29]=[CH:30][C:25]=3[O:24][C:23]=2[CH:31]=[CH:32][C:20]=1[S:17]([NH:16][CH:10]([CH2:11][CH2:12][CH2:13][CH2:14][NH:15][C:23](=[O:24])[CH:22]([C:26]1[CH:27]=[CH:28][CH:29]=[CH:30][CH:25]=1)[CH2:21][CH3:20])[C:9]([OH:8])=[O:33])(=[O:18])=[O:19] |f:1.2|. Reported procedure: The appropriate sulfonyl chloride (1.5 equivalents, 0.18 mmol) and 70 mg of a morpholino-resin (prepared according to Booth and Hodges, Supra., 1997) were mixed in 1 mL dichloromethane in each of 10 different vials. One milliliter of a 0.12 M stock solution of 6-amino-2-(dibenzofuran-2-sulfonylamino)-hexanoic acid methyl ester hydrobromide in triethylamine was added to each of the vials. The vials were sealed and shaken for 16 hours at room temperature. An excess of an amino-resin and an isocyan...